Task: describe an organic reaction: reactants, conditions, products, and yield. Dataset: the Open Reaction Database (ORD), a public repository of structured organic reaction records Starting materials: C(=O)(N1C=NC=C1)N1C=NC=C1 (1,1′-carbonyl-diimidazole), ClC=1C=C(C=C(C1CC1C(N(CC1)C1CCCCC1)=O)Cl)C1=CC=C(C=C1)C(=O)O (racemic 3′,5′-dichloro-4′-(1-cyclohexyl-2-oxo-pyrrolidin-3-ylmethyl)-biphenyl-4-carboxylic acid), C(C)(C)(C)OC(=O)N1CCC(CC1)N (4-amino-piperidine-1-carboxylic acid tert-butyl ester). Run in ClCCl (dichloromethane). Product: N1CCC(CC1)NC(=O)C1=CC=C(C=C1)C1=CC(=C(C(=C1)Cl)CC1C(N(CC1)C1CCCCC1)=O)Cl (3′,5′-dichloro-4′-(1-cyclohexyl-2-oxo-pyrrolidin-3-ylmethyl)-biphenyl-4-carboxylic acid piperidin-4-ylamide). The yield is 82.4%. RXN SMILES: [Cl:1][C:2]1[CH:3]=[C:4]([C:22]2[CH:27]=[CH:26][C:25]([C:28](O)=[O:29])=[CH:24][CH:23]=2)[CH:5]=[C:6]([Cl:21])[C:7]=1[CH2:8][CH:9]1[CH2:13][CH2:12][N:11]([CH:14]2[CH2:19][CH2:18][CH2:17][CH2:16][CH2:15]2)[C:10]1=[O:20].C(N1C=CN=C1)(N1C=CN=C1)=O.C(OC([N:50]1[CH2:55][CH2:54][CH:53]([NH2:56])[CH2:52][CH2:51]1)=O)(C)(C)C>ClCCl>[NH:50]1[CH2:55][CH2:54][CH:53]([NH:56][C:28]([C:25]2[CH:24]=[CH:23][C:22]([C:4]3[CH:3]=[C:2]([Cl:1])[C:7]([CH2:8][CH:9]4[CH2:13][CH2:12][N:11]([CH:14]5[CH2:15][CH2:16][CH2:17][CH2:18][CH2:19]5)[C:10]4=[O:20])=[C:6]([Cl:21])[CH:5]=3)=[CH:27][CH:26]=2)=[O:29])[CH2:52][CH2:51]1. Reported procedure: Dissolve racemic 3′,5′-dichloro-4′-(1-cyclohexyl-2-oxo-pyrrolidin-3-ylmethyl)-biphenyl-4-carboxylic acid (0.200 g, 0.448 mmol) in dichloromethane (5 mL) and add 1,1′-carbonyl-diimidazole (0.125 g, 0.760 mmol). Stir under argon atmosphere at room temperature and check reaction progress via TLC. Add 4-amino-piperidine-1-carboxylic acid tert-butyl ester (0.180 g, 0.90 mmol) and continue to stir until the starting material has been fully consumed. Dilute the reaction with dichloromethane (50 mL) and... Starting materials: N(=[N+]=[N-])CC1CC(=NO1)C=1SC(=CC1)Br (5-Azidomethyl-3-(5-bromo-thien-2-yl)-4,5-dihydro-isoxazole), C12C=CC(C=C1)C2 (bicyclo[2.2.1]hepta-2,5-diene). Solvent: O1CCOCC1 (dioxane). Product: BrC1=CC=C(S1)C1=NOC(C1)CN1N=NC=C1 (1-[3-(5-Bromo-thien-2-yl)-4,5-dihydro-isoxazol-5-ylmethyl]-1H-1,2,3-triazole). Reaction SMILES: [N:1]([CH2:4][CH:5]1[O:9][N:8]=[C:7]([C:10]2[S:11][C:12]([Br:15])=[CH:13][CH:14]=2)[CH2:6]1)=[N+:2]=[N-:3].[CH:16]12CC(C=C1)C=[CH:17]2>O1CCOCC1>[Br:15][C:12]1[S:11][C:10]([C:7]2[CH2:6][CH:5]([CH2:4][N:1]3[CH:17]=[CH:16][N:3]=[N:2]3)[O:9][N:8]=2)=[CH:14][CH:13]=1. Procedure: 5-Azidomethyl-3-(5-bromo-thien-2-yl)-4,5-dihydro-isoxazole (500 mg, 1.74 mmol) and bicyclo[2.2.1]hepta-2,5-diene (1 ml) were combined with dioxane (2 ml) and subjected to microwave radiation in a Smith Personal Synthesizer for 900 seconds at 125° C. The reaction mixture was concentrated in vacuo and ethyl acetate (5 ml) was added. The precipitate was filtered and washed with ethyl acetate (2×5 ml) to give the desired product (234 mg). Starting materials: ClCCl, COC(=S)C(Cc1ccccc1)N1CC(N2C(=O)c3ccccc3C2=O)C1=O, O=S(=O)(Cl)Cl, c1ccncc1. Product: COC(=S)C(=Cc1ccccc1)N1CC(N2C(=O)c3ccccc3C2=O)C1=O. As a reaction SMILES: [Cl:40][CH2:41][Cl:42].[O:1]=[C:2]1[N:3]([CH:17]([C:18](=[S:19])[O:20][CH3:21])[CH2:22][c:23]2[cH:24][cH:25][cH:26][cH:27][cH:28]2)[CH2:4][CH:5]1[N:6]1[C:7](=[O:16])[c:8]2[c:9]([cH:12][cH:13][cH:14][cH:15]2)[C:10]1=[O:11].[S:35]([Cl:36])([Cl:37])(=[O:38])=[O:39].[cH:29]1[cH:30][cH:31][n:32][cH:33][cH:34]1>>[O:1]=[C:2]1[N:3]([C:17]([C:18](=[S:19])[O:20][CH3:21])=[CH:22][c:23]2[cH:24][cH:25][cH:26][cH:27][cH:28]2)[CH2:4][CH:5]1[N:6]1[C:7](=[O:16])[c:8]2[c:9]([cH:12][cH:13][cH:14][cH:15]2)[C:10]1=[O:11]. The reactants are CCNCC, CCOC(C)=O, Fc1cc(I)ccn1, [K+], [K+], O=C([O-])[O-], CN(C)C=O, O. Yields the product CCN(CC)c1cc(I)ccn1. Reaction SMILES: [CH2:9]([CH3:10])[NH:11][CH2:12][CH3:13].[CH3:25][CH2:26][O:27][C:28]([CH3:29])=[O:30].[F:1][c:2]1[n:3][cH:4][cH:5][c:6]([I:8])[cH:7]1.[K+:14].[K+:15].[O-:16][C:17]([O-:18])=[O:19].[O:20]=[CH:21][N:22]([CH3:23])[CH3:24].[OH2:31]>>[c:2]1([N:11]([CH2:9][CH3:10])[CH2:12][CH3:13])[n:3][cH:4][cH:5][c:6]([I:8])[cH:7]1. Starting materials: C1(=CC=CC=C1)S(=O)(=O)C1=CC=C2CCC(OC2=C1C(=O)O)CN(C)C(=O)OC(C)(C)C (7-benzenesulfonyl-2-[(tert-butoxycarbonyl-methyl-amino)-methyl]-chroman-8-carboxylic acid), O=S(Cl)Cl (SOCl2), CN (MeNH2). The solvent is C(Cl)Cl (DCM), C(C)#N (acetonitrile). Run at time 1 hour. Product: C(C)(C)(C)OC(N(C)CC1OC2=C(C(=CC=C2CC1)S(=O)(=O)C1=CC=CC=C1)C(NC)=O)=O ((7-benzenesulfonyl-8-methylcarbamoyl-chroman-2-ylmethyl)-methyl-carbamic acid tert-butyl ester). Isolated yield 98.0%. As a reaction SMILES: [C:1]1([S:7]([C:10]2[C:19]([C:20](O)=[O:21])=[C:18]3[C:13]([CH2:14][CH2:15][CH:16]([CH2:23][N:24]([C:26]([O:28][C:29]([CH3:32])([CH3:31])[CH3:30])=[O:27])[CH3:25])[O:17]3)=[CH:12][CH:11]=2)(=[O:9])=[O:8])[CH:6]=[CH:5][CH:4]=[CH:3][CH:2]=1.O=S(Cl)Cl.[CH3:37][NH2:38]>C(Cl)Cl.C(#N)C>[C:29]([O:28][C:26](=[O:27])[N:24]([CH2:23][CH:16]1[CH2:15][CH2:14][C:13]2[C:18](=[C:19]([C:20](=[O:21])[NH:38][CH3:37])[C:10]([S:7]([C:1]3[CH:6]=[CH:5][CH:4]=[CH:3][CH:2]=3)(=[O:8])=[O:9])=[CH:11][CH:12]=2)[O:17]1)[CH3:25])([CH3:31])([CH3:30])[CH3:32]. Reported procedure: To a solution of 7-benzenesulfonyl-2-[(tert-butoxycarbonyl-methyl-amino)-methyl]-chroman-8-carboxylic acid (52 mg, 0.113 mmol) in DCM (10 mL) was added SOCl2 (25 μL, 0.339 mmol). The reaction was heated to reflux for 2 hours, then a solution of MeNH2 (40% in water, 0.5 mL) in acetonitrile (5 mL) was added and the mixture was allowed to stir for 1 hour. The reaction was concentrated in vacuo and the residue was purified via flash chromatography (DCM/MeOH, 98/2) to give (7-benzenesulfonyl-8-methyl... Reaction SMILES: [CH3:1][n:2]1[c:3](=[S:8])[cH:4][cH:5][cH:6][cH:7]1.[CH3:21][C:22]#[N:23].[Cl:9][CH2:10][c:11]1[n:12][c:13]2[cH:14][cH:15][cH:16][cH:17][c:18]2[cH:19][cH:20]1>>[CH3:1][n+:2]1[c:3]([S:8][CH2:10][c:11]2[n:12][c:13]3[cH:14][cH:15][cH:16][cH:17][c:18]3[cH:19][cH:20]2)[cH:4][cH:5][cH:6][cH:7]1.[Cl-:9]. Yields the product C[n+]1ccccc1SCc1ccc2ccccc2n1, [Cl-]. Reactants: Cn1ccccc1=S, CC#N, ClCc1ccc2ccccc2n1. Starting materials: N1=CC=C(C=C1)C1[C@H]2[C@@H]1CC=1C(=NNC21)C(=O)OCC (Ethyl (1aR,5aR)-1-(pyridin-4-yl)-1a,2,5,5a-tetrahydro-1H-2,3-diaza-cyclopropa[a]pentalene-4-carboxylate), [Li+].[OH-] (LiOH). Run in O (H2O), C1CCOC1 (THF). Conditions: time 1.5 hour. Product: N1=CC=C(C=C1)C1[C@H]2[C@@H]1CC=1C(=NNC21)C(=O)O ((1aR,5aR)-1-(Pyridin-4-yl)-1a,2,5,5a-tetrahydro-1H-2,3-diaza-cyclopropa[a]pentalene-4-carboxylic Acid). Isolated yield 147.9%. Reaction SMILES: [N:1]1[CH:6]=[CH:5][C:4]([CH:7]2[C@H:9]3[CH2:10][C:11]4[C:12]([C:16]([O:18]CC)=[O:17])=[N:13][NH:14][C:15]=4[C@@H:8]23)=[CH:3][CH:2]=1.[Li+].[OH-]>C1COCC1.O>[N:1]1[CH:6]=[CH:5][C:4]([CH:7]2[C@H:9]3[CH2:10][C:11]4[C:12]([C:16]([OH:18])=[O:17])=[N:13][NH:14][C:15]=4[C@@H:8]23)=[CH:3][CH:2]=1 |f:1.2|. Procedure details: Ethyl (1aR,5aR)-1-(pyridin-4-yl)-1a,2,5,5a-tetrahydro-1H-2,3-diaza-cyclopropa[a]pentalene-4-carboxylate (357 mg, 1.326 mmol) was taken up in THF (4.00 mL) and H2O (4.00 mL). LiOH (95 mg, 3.98 mmol) was added and the reaction was stirred at room temperature for 1.5 h. The organic solvent was removed under reduced pressure to give the title compound (473 mg) as a brown solid. LCMS m/z=242.3 [M+H]+. The reactants are COc1cc(-c2nnc(CC(=O)[O-])[nH]2)ccc1[N+](=O)[O-], CC#N, O=C=NC(=O)c1ccc(F)cc1Cl. Yields the product COc1cc(-c2nnc(CC(=O)O)[nH]2)ccc1NC(=O)NC(=O)c1ccc(F)cc1Cl. Reaction SMILES: [CH3:14][O:15][c:16]1[cH:17][c:18](-[c:25]2[nH:26][c:27]([CH2:30][C:31](=[O:32])[O-:33])[n:28][n:29]2)[cH:19][cH:20][c:21]1[N+:22]([O-:23])=[O:24].[CH3:34][C:35]#[N:36].[Cl:1][c:2]1[c:3]([C:4](=[O:5])[N:6]=[C:7]=[O:8])[cH:9][cH:10][c:11]([F:13])[cH:12]1>>[Cl:1][c:2]1[c:3]([C:4](=[O:5])[NH:6][C:7](=[O:8])[NH:22][c:21]2[c:16]([O:15][CH3:14])[cH:17][c:18](-[c:25]3[nH:26][c:27]([CH2:30][C:31](=[O:32])[OH:33])[n:28][n:29]3)[cH:19][cH:20]2)[cH:9][cH:10][c:11]([F:13])[cH:12]1.